From a dataset of the Open Reaction Database (ORD), a public repository of structured organic reaction records. describe an organic reaction: reactants, conditions, products, and yield Reaction conditions: temperature 60 celsius, time 24 hour. Yields the product Cc3ccc(c2ccc1ccccc1c2)cc3. Reagents/catalysts: ItBu. The reactants are COc2ccc1ccccc1c2 (substrate), Cc1ccc([Mg]Cl)cc1 (effective_coupling_partner). Reactants: O (water), C(C)(=O)[O-].[Na+] (sodium acetate), C1=CCCCC1 (Cyclohexene), [N+](=O)([O-])C1=C(C=CC=C1)C(=O)C1=CC(=NC=C1Br)OC ((2-nitrophenyl)-(5-bromo-2-methoxypyridin-4-yl)methanone). The reagents and catalysts are [Pd] (palladium on carbon). Solvent: C(C)O (ethanol). Product: NC1=C(C=CC=C1)C(=O)C1=CC(=NC=C1)OC ((2-Aminophenyl)-(2-methoxypyridin-4-yl)methanone). The yield is 99.2%. As a reaction SMILES: C1CCCCC=1.[N+:7]([C:10]1[CH:15]=[CH:14][CH:13]=[CH:12][C:11]=1[C:16]([C:18]1[C:23](Br)=[CH:22][N:21]=[C:20]([O:25][CH3:26])[CH:19]=1)=[O:17])([O-])=O.O.C([O-])(=O)C.[Na+]>C(O)C.[Pd]>[NH2:7][C:10]1[CH:15]=[CH:14][CH:13]=[CH:12][C:11]=1[C:16]([C:18]1[CH:23]=[CH:22][N:21]=[C:20]([O:25][CH3:26])[CH:19]=1)=[O:17] |f:3.4|. Procedure details: Cyclohexene (21 ml) was added to a stirred mixture of (2-nitrophenyl)-(5-bromo-2-methoxypyridin-4-yl)methanone (2.16 g) in ethanol (210 ml). A water slurry of 10% palladium on carbon (216 mg) was added followed by sodium acetate (524 mg). The suspension was heated to reflux for 4.5 hours then the mixture was cooled, filtered and evaporated to dryness. The residue was partitioned between dichloromethane and water. The organic layer was separated and the aqueous re-extracted with dichloromethane (... Reactants: C1CCOC1, [CH3], CC(CCC(=O)[O-])C1CCC2C3CCC4CC(O)CCC4(C)C3CC(O)C12C, O. The product is CC(CCCO)C1CCC2C3CCC4CC(O)CCC4(C)C3CC(O)C12C. As a reaction SMILES: [CH2:31]1[O:32][CH2:33][CH2:34][CH2:35]1.[CH3:1].[CH:2]12[CH2:3][CH2:4][CH:5]3[CH:6]4[CH2:7][CH2:8][CH:9]([CH:10]([CH3:11])[CH2:12][CH2:13][C:14]([O-:15])=[O:16])[C:17]4([CH3:18])[CH:19]([OH:20])[CH2:21][CH:22]3[C:23]1([CH3:24])[CH2:25][CH2:26][CH:27]([OH:28])[CH2:29]2.[OH2:30]>>[CH:2]12[CH2:3][CH2:4][CH:5]3[CH:6]4[CH2:7][CH2:8][CH:9]([CH:10]([CH3:11])[CH2:12][CH2:13][CH2:14][OH:15])[C:17]4([CH3:18])[CH:19]([OH:20])[CH2:21][CH:22]3[C:23]1([CH3:24])[CH2:25][CH2:26][CH:27]([OH:28])[CH2:29]2. Starting materials: C[C@H]1CN(CCN1C)CC=1C=C(C=CC1)C1=CC(=CC=C1F)CNC(C1=CC(=CC=C1)CC1CCNCC1)=O (N-[(3′-{[(3S)-3,4-dimethyl-1-piperazinyl]methyl}-6-fluoro-3-biphenylyl)methyl]-3-(4-piperidinylmethyl)benzamide), C=O (formaldehyde), [BH4-].[Na+] (sodium borohydride). Run in CO (MeOH). Reaction conditions: time 30 minute. Yields the product C[C@H]1CN(CCN1C)CC=1C=C(C=CC1)C1=CC(=CC=C1F)CNC(C1=CC(=CC=C1)CC1CCN(CC1)C)=O (N-[(3′-{[(3S)-3,4-dimethyl-1-piperazinyl]methyl}-6-fluoro-3-biphenylyl)methyl]-3-[(1-methyl-4-piperidinyl)methyl]benzamide). The yield is 35.3%. As a reaction SMILES: [CH3:1][C@@H:2]1[N:7]([CH3:8])[CH2:6][CH2:5][N:4]([CH2:9][C:10]2[CH:11]=[C:12]([C:16]3[C:21]([F:22])=[CH:20][CH:19]=[C:18]([CH2:23][NH:24][C:25](=[O:39])[C:26]4[CH:31]=[CH:30][CH:29]=[C:28]([CH2:32][CH:33]5[CH2:38][CH2:37][NH:36][CH2:35][CH2:34]5)[CH:27]=4)[CH:17]=3)[CH:13]=[CH:14][CH:15]=2)[CH2:3]1.[CH2:40]=O.[BH4-].[Na+]>CO>[CH3:1][C@@H:2]1[N:7]([CH3:8])[CH2:6][CH2:5][N:4]([CH2:9][C:10]2[CH:11]=[C:12]([C:16]3[C:21]([F:22])=[CH:20][CH:19]=[C:18]([CH2:23][NH:24][C:25](=[O:39])[C:26]4[CH:31]=[CH:30][CH:29]=[C:28]([CH2:32][CH:33]5[CH2:34][CH2:35][N:36]([CH3:40])[CH2:37][CH2:38]5)[CH:27]=4)[CH:17]=3)[CH:13]=[CH:14][CH:15]=2)[CH2:3]1 |f:2.3|. Procedure details: To a solution of N-[(3′-{[(3S)-3,4-dimethyl-1-piperazinyl]methyl}-6-fluoro-3-biphenylyl)methyl]-3-(4-piperidinylmethyl)benzamide (165 mg, 0.313 mmol) in 3 mL of MeOH, was added dropwise formaldehyde (37%, 101 mg, 1.25 mmol). After stirring for 30 minutes, sodium borohydride (24 mg, 0.63 mmol) was added. After stirring of the resulting mixture at rt for 12 hours, the solvent was removed under vacuum and the residue was purified by loading onto a 2 g aminopropyl SPE cartridge and eluting sequentia...